From a dataset of the Open Reaction Database (ORD), a public repository of structured organic reaction records. describe an organic reaction: reactants, conditions, products, and yield Reactants: CCOC(=O)c1nc(Br)cs1, CN, CO. Product: CNC(=O)c1nc(Br)cs1. As a reaction SMILES: [CH2:1]([O:3][C:4](=[O:2])[c:6]1[s:7][cH:8][c:9]([Br:11])[n:10]1)[CH3:5].[CH3:12][NH2:13].[CH3:14][OH:15]>>[O:3]=[C:4]([c:6]1[s:7][cH:8][c:9]([Br:11])[n:10]1)[NH:13][CH3:12]. The reactants are C(C1=CC=CC=C1)NCC1=CC=CC=C1 (dibenzylamine), C(C)(=O)OCC=CCOC(C)=O (2-butene-1,4-diol diacetate). Reagents/catalysts: C=1C=CC(=CC1)[P](C=2C=CC=CC2)(C=3C=CC=CC3)[Pd]([P](C=4C=CC=CC4)(C=5C=CC=CC5)C=6C=CC=CC6)([P](C=7C=CC=CC7)(C=8C=CC=CC8)C=9C=CC=CC9)[P](C=1C=CC=CC1)(C=1C=CC=CC1)C=1C=CC=CC1 (tetrakis(triphenylphosphine)palladium(0)). The solvent is O1CCCC1 (tetrahydrofuran). Run at time 8 hour. Product: C(C)(=O)OCC=CCN(CC1=CC=CC=C1)CC1=CC=CC=C1 (1-Acetoxy-4-dibenzylamino-2-butene). RXN SMILES: [CH2:1]([NH:8][CH2:9][C:10]1[CH:15]=[CH:14][CH:13]=[CH:12][CH:11]=1)[C:2]1[CH:7]=[CH:6][CH:5]=[CH:4][CH:3]=1.[C:16]([O:19][CH2:20][CH:21]=[CH:22][CH2:23]OC(=O)C)(=[O:18])[CH3:17]>O1CCCC1.C1C=CC([P]([Pd]([P](C2C=CC=CC=2)(C2C=CC=CC=2)C2C=CC=CC=2)([P](C2C=CC=CC=2)(C2C=CC=CC=2)C2C=CC=CC=2)[P](C2C=CC=CC=2)(C2C=CC=CC=2)C2C=CC=CC=2)(C2C=CC=CC=2)C2C=CC=CC=2)=CC=1>[C:16]([O:19][CH2:20][CH:21]=[CH:22][CH2:23][N:8]([CH2:1][C:2]1[CH:7]=[CH:6][CH:5]=[CH:4][CH:3]=1)[CH2:9][C:10]1[CH:15]=[CH:14][CH:13]=[CH:12][CH:11]=1)(=[O:18])[CH3:17] |^1:36,38,57,76|. Procedure: A solution of dibenzylamine (40 g, 0.2 mol) and 2-butene-1,4-diol diacetate (105 g, 0.61 mol) dissolved in 150 ml of tetrahydrofuran (THF) is treated with tetrakis(triphenylphosphine)palladium(0) (1.0 g, 0.9 mmol) and stirred at room temperature overnight. The reaction mixture is concentrated in vacuo and the excess 2-butene-1,4-diol diacetate is removed by bulb-to-bulb distillation at 80°-90° C./1 mm. The residue is purified by eluting through a short plug of silica gel (1:1 ethyl acetate:hexan... Starting materials: BrC=1N=C(C(=NC1)N)C=1OC(=NN1)C=1SC=CC1C (5-bromo-3-[5-(3-methyl-2-thienyl)-1,3,4-oxadiazol-2-yl]pyrazin-2-amine), C1CCOC1 (THF), C(OC(=O)OC(C)(C)C)(OC(C)(C)C)=O (tert-butoxycarbonyl tert-butyl carbonate). The reagents and catalysts are CN(C)C=1C=CN=CC1 (DMAP). Run in C(Cl)Cl (DCM). Run at time 2 hour. Yields the product BrC=1N=C(C(=NC1)NC(OC(C)(C)C)=O)C=1OC(=NN1)C=1SC=CC1C (tert-butyl (5-bromo-3-(5-(3-methylthiophen-2-yl)-1,3,4-oxadiazol-2-yl)pyrazin-2-yl)carbamate). The yield is 110.1%. Reaction SMILES: [Br:1][C:2]1[N:3]=[C:4]([C:9]2[O:10][C:11]([C:14]3[S:15][CH:16]=[CH:17][C:18]=3[CH3:19])=[N:12][N:13]=2)[C:5]([NH2:8])=[N:6][CH:7]=1.C1COCC1.C(=O)(OC(C)(C)C)[O:26][C:27]([O:29][C:30]([CH3:33])([CH3:32])[CH3:31])=O>CN(C1C=CN=CC=1)C.C(Cl)Cl>[Br:1][C:2]1[N:3]=[C:4]([C:9]2[O:10][C:11]([C:14]3[S:15][CH:16]=[CH:17][C:18]=3[CH3:19])=[N:12][N:13]=2)[C:5]([NH:8][C:27](=[O:26])[O:29][C:30]([CH3:33])([CH3:32])[CH3:31])=[N:6][CH:7]=1. Procedure details: 5-bromo-3-[5-(3-methyl-2-thienyl)-1,3,4-oxadiazol-2-yl]pyrazin-2-amine (11.49 g, 33.98 mmol) and DMAP (415.1 mg, 3.398 mmol) were suspended in DCM (172.4 mL) and THF (172.4 mL) and cooled in an icebath. tert-butoxycarbonyl tert-butyl carbonate (22.24 g, 101.9 mmol) was added portionwise. The reaction mixture was allowed to warm to ambient temperature and stirred for 2 hours. The reaction mixture was filtered through plug of silica gel and concentrated in vacuo. The residue was dissolved in ethyl... Starting materials: COc1ccc2c(c1)C=C(c1ccsc1C(=O)N1CCOCC1)Cn1c-2c(C2CCCCC2)c2ccc(C(=O)OC(C)(C)C)cc21, ClCCCl, O=C(O)C(F)(F)F, c1ccccc1. Yields the product COc1ccc2c(c1)C=C(c1ccsc1C(=O)N1CCOCC1)Cn1c-2c(C2CCCCC2)c2ccc(C(=O)O)cc21. Reaction SMILES: [CH:1]1([c:7]2[c:8]3[cH:9][cH:10][c:11]([C:40](=[O:41])[O:42][C:43]([CH3:44])([CH3:45])[CH3:46])[cH:12][c:13]3[n:14]3[c:15]2-[c:16]2[c:17]([cH:34][c:35]([O:38][CH3:39])[cH:36][cH:37]2)[CH:18]=[C:19]([c:21]2[c:22]([C:26](=[O:27])[N:28]4[CH2:29][CH2:30][O:31][CH2:32][CH2:33]4)[s:23][cH:24][cH:25]2)[CH2:20]3)[CH2:2][CH2:3][CH2:4][CH2:5][CH2:6]1.[Cl:60][CH2:61][CH2:62][Cl:63].[F:47][C:48]([F:49])([F:50])[C:51]([OH:52])=[O:53].[cH:54]1[cH:55][cH:56][cH:57][cH:58][cH:59]1>>[CH:1]1([c:7]2[c:8]3[cH:9][cH:10][c:11]([C:40](=[O:41])[OH:42])[cH:12][c:13]3[n:14]3[c:15]2-[c:16]2[c:17]([cH:34][c:35]([O:38][CH3:39])[cH:36][cH:37]2)[CH:18]=[C:19]([c:21]2[c:22]([C:26](=[O:27])[N:28]4[CH2:29][CH2:30][O:31][CH2:32][CH2:33]4)[s:23][cH:24][cH:25]2)[CH2:20]3)[CH2:2][CH2:3][CH2:4][CH2:5][CH2:6]1. Reactants: ClC=1C2=CC(=CC=C2N=C2CCCCC12)CCCCCCCCCCCC (9-Chloro-7-dodecyl-1,2,3,4-tetrahydroacridine), N (NH3). Conditions: time 2 hour. Product: Cl.NC=1C2=CC(=CC=C2N=C2CCCCC12)CCCCCCCCCCCC (9-Amino-7-dodecyl-1,2,3,4-tetrahydroacridine, hydrochloride). Reaction SMILES: [Cl:1][C:2]1[C:3]2[C:8]([N:9]=[C:10]3[C:15]=1[CH2:14][CH2:13][CH2:12][CH2:11]3)=[CH:7][CH:6]=[C:5]([CH2:16][CH2:17][CH2:18][CH2:19][CH2:20][CH2:21][CH2:22][CH2:23][CH2:24][CH2:25][CH2:26][CH3:27])[CH:4]=2.[NH3:28]>>[ClH:1].[NH2:28][C:2]1[C:3]2[C:8]([N:9]=[C:10]3[C:15]=1[CH2:14][CH2:13][CH2:12][CH2:11]3)=[CH:7][CH:6]=[C:5]([CH2:16][CH2:17][CH2:18][CH2:19][CH2:20][CH2:21][CH2:22][CH2:23][CH2:24][CH2:25][CH2:26][CH3:27])[CH:4]=2 |f:2.3|. Procedure details: A 4.0 g sample of 9-Chloro-7-dodecyl-1,2,3,4-tetrahydroacridine was heated at 150° C. as NH3 was bubbled into the solution. After 2 hours the reaction mixture was distributed between 10% NaOH and 2-butanone and then the organic phase was dried and concentrated. The residue was dissolved in Et2O and treated with 5% HCl. The insoluble hydrochloride was filtered off and recrystallized from MeOH/Et2O to give 2.32 g of analytically pure product, m.p. 257° d.